From a dataset of the Open Reaction Database (ORD), a public repository of structured organic reaction records. describe an organic reaction: reactants, conditions, products, and yield The product is O[C@@H](CNC1CCN(CC1)C1=CC=C(C=C1)C1=NN=NN1CC(=O)OCC)C1=CC(=C(C=C1)O)NS(=O)(=O)C (Ethyl [5-(4-{4-[((2R)-2-hydroxy-2-{4-hydroxy-3-[(methylsulfonyl)amino]phenyl}ethyl)amino]-1-piperidineyl}phenyl)-1H-tetraazol-1-yl]acetate). As a reaction SMILES: [CH2:1]([O:3][C:4](=[O:27])[CH2:5][N:6]1[C:10]([C:11]2[CH:16]=[CH:15][C:14]([N:17]3[CH2:26][CH2:25][C:20]4(OCCO4)[CH2:19][CH2:18]3)=[CH:13][CH:12]=2)=[N:9][N:8]=[N:7]1)[CH3:2].[NH2:28][CH2:29][C@@H:30]([C:32]1[CH:33]=[CH:34][C:35]([OH:43])=[C:36]([NH:38][S:39]([CH3:42])(=[O:41])=[O:40])[CH:37]=1)[OH:31]>>[OH:31][C@H:30]([C:32]1[CH:33]=[CH:34][C:35]([OH:43])=[C:36]([NH:38][S:39]([CH3:42])(=[O:41])=[O:40])[CH:37]=1)[CH2:29][NH:28][CH:20]1[CH2:19][CH2:18][N:17]([C:14]2[CH:15]=[CH:16][C:11]([C:10]3[N:6]([CH2:5][C:4]([O:3][CH2:1][CH3:2])=[O:27])[N:7]=[N:8][N:9]=3)=[CH:12][CH:13]=2)[CH2:26][CH2:25]1. Starting materials: C(C)OC(CN1N=NN=C1C1=CC=C(C=C1)N1CCC2(OCCO2)CC1)=O (ethyl{5-[4-(1,4-dioxa-8-azaspiro[4.5]dec-8-yl)phenyl]-1H-tetraazol-1-yl}acetate), NC[C@H](O)C=1C=CC(=C(C1)NS(=O)(=O)C)O (N-[5-((1R)-2-amino-1-hydroxy-ethyl)-2-hydroxy-phenyl]-methanesulfonamide), Example 73. Procedure details: The title compound was prepared from ethyl{5-[4-(1,4-dioxa-8-azaspiro[4.5]dec-8-yl)phenyl]-1H-tetraazol-1-yl}acetate (which was obtained in Example 48) and N-[5-((1R)-2-amino-1-hydroxy-ethyl)-2-hydroxy-phenyl]-methanesulfonamide (which was obtained in Example 10) according to the procedures of Example 34 and Example 73 as a white solid; mp >140° C. (decomposed); 1H NMR (300 MHz, DMSO-d6) δ 1.17 (t, J=7.1 Hz, 3H), 1.20-1.40 (m, 2H), 1.80-1.95 (m, 2H), 2.50-3.50 (m, 5H), 2.89 (s, 3H), 3.70-3.90 (m... Starting materials: O=C1CCC(=O)N1Br, c1cc2c3c(c1)CCN3CCC2, CN(C)C=O, CCOC(C)=O, [Na+], [Na+], O, O=S([O-])[O-]. Yields the product Brc1cc2c3c(c1)CCN3CCC2. As a reaction SMILES: [Br:13][N:14]1[C:15](=[O:16])[CH2:17][CH2:18][C:19]1=[O:20].[CH2:1]1[CH2:2][N:3]2[CH2:4][CH2:5][CH2:6][c:7]3[cH:8][cH:9][cH:10][c:11]1[c:12]32.[CH3:27][N:28]([CH3:29])[CH:30]=[O:31].[CH3:33][CH2:34][O:35][C:36](=[O:37])[CH3:38].[Na+:25].[Na+:26].[OH2:32].[S:21]([O-:22])([O-:23])=[O:24]>>[CH2:1]1[CH2:2][N:3]2[CH2:4][CH2:5][CH2:6][c:7]3[cH:8][c:9]([Br:13])[cH:10][c:11]1[c:12]32.